Dataset: the Open Reaction Database (ORD), a public repository of structured organic reaction records. Task: describe an organic reaction: reactants, conditions, products, and yield Reactants: NC=1C=2N(C=C(C1)C)C(=C(N2)C)C(=O)OCC (8-amino-3-carboethoxy-2,6-dimethylimidazo[1,2-a]pyridine), C(C)C1=C(C=O)C(=CC=C1)C (2-ethyl-6-methylbenzaldehyde), CO (MeOH). Reagents/catalysts: [Cl-].[Cl-].[Zn+2] (ZnCl2), [Cl-].[Cl-].[Zn+2] (ZnCl2). Solvent: C(C)N(CC)CC (Triethylamin). Reaction conditions: time 10 minute. Product: C(=O)(OCC)C1=C(N=C2N1C=C(C=C2NCC2=C(C=CC=C2C)CC)C)C (3-carboethoxy-2,6-dimethyl-8-(2-ethyl-6-methylbenzylamino)-imidazo[1,2-a]pyridine). The yield is 50.2%. Reaction SMILES: [NH2:1][C:2]1[C:3]2[N:4]([C:9]([C:13]([O:15][CH2:16][CH3:17])=[O:14])=[C:10]([CH3:12])[N:11]=2)[CH:5]=[C:6]([CH3:8])[CH:7]=1.[CH2:18]([C:20]1[CH:27]=[CH:26][CH:25]=[C:24]([CH3:28])[C:21]=1[CH:22]=O)[CH3:19].CO>[Cl-].[Cl-].[Zn+2].C(N(CC)CC)C>[C:13]([C:9]1[N:4]2[CH:5]=[C:6]([CH3:8])[CH:7]=[C:2]([NH:1][CH2:22][C:21]3[C:24]([CH3:28])=[CH:25][CH:26]=[CH:27][C:20]=3[CH2:18][CH3:19])[C:3]2=[N:11][C:10]=1[CH3:12])([O:15][CH2:16][CH3:17])=[O:14] |f:3.4.5|. Procedure details: A mixture of 8-amino-3-carboethoxy-2,6-dimethylimidazo[1,2-a]pyridine (1.4 g, 6 mmol), 2-ethyl-6-methylbenzaldehyde (0.9 g, 6.5 mmol), ZnCl2 (1.0 g, 7.4 mmol), NaB(CN)H3 (0.41 g, 6.5 mmol) and MeOH (30 ml) was refluxed for 5 h. More ZnCl2 (0.2 g) and NaB(CN)H3 (0.1 g) were added. The reaction mixture was refluxed for additional 2 h. Triethylamin (2 ml) was added and the mixture was stirred at R.T for 10 min. The solvent was evaporated under reduced pressure and the residue was purified by column...